From a dataset of the Open Reaction Database (ORD), a public repository of structured organic reaction records. describe an organic reaction: reactants, conditions, products, and yield Reactants: O1CCCC1 (tetrahydrofuran), solution, C(CCC)[Li] (n-butyllithium), C1(=CC=CC=C1)C#C (phenylacetylene). Solvent: CCCCCC (n-hexane). Conditions: time 40 minute. Product: [Li]C#CC1=CC=CC=C1 (lithio-phenylacetylene). Reaction SMILES: [CH2:1]([Li:5])[CH2:2][CH2:3][CH3:4].[C:6]1(C#C)[CH:11]=CC=[CH:8][CH:7]=1.O1CCCC1>CCCCCC>[Li:5][C:1]#[C:2][C:3]1[CH:8]=[CH:7][CH:6]=[CH:11][CH:4]=1. Reported procedure: 2.5 ml. of a 1.2M solution of n-butyllithium in n-hexane were added dropwise to a solution of 0.33 ml. of phenylacetylene in 5 ml. of anhydrous tetrahydrofuran under an atmosphere of nitrogen with stirring at -20°C., and the reaction mixture was stirred at the same temperature for 40 minutes to give a lithio-phenylacetylene solution. The lithio-phenylacetylene solution thus obtained was added dropwise under an atmosphere of nitrogen with stirring at -78°C. to a solution of 1.05 g. of 1α,4α-diace... The reactants are BrC1=CC2=C(C3=C(O2)C=C(C=C3)C(COC(=O)C3N(CC2(CC2)C3)C(=O)OCC3=CC=CC=C3)=O)C=C1 (5-aza-spiro[2.4]heptane-5,6-dicarboxylic acid 5-benzyl ester 6-[2-(7-bromo-dibenzofuran-3-yl)-2-oxo-ethyl]ester), C(C)(=O)[O-].[NH4+] (ammonium acetate). Solvent: C=1(C(=CC=CC1)C)C (xylene). The product is C(C1=CC=CC=C1)OC(=O)N1CC2(CC2)CC1 (5-aza-spiro[2.4]heptane-5-carboxylic acid benzyl ester). Yield: 166.3%. Reaction SMILES: BrC1C=CC2C3C=CC(C(=O)COC([CH:18]4[CH2:24][C:21]5([CH2:23][CH2:22]5)[CH2:20][N:19]4[C:25]([O:27][CH2:28][C:29]4[CH:34]=[CH:33][CH:32]=[CH:31][CH:30]=4)=[O:26])=O)=CC=3OC=2C=1.C([O-])(=O)C.[NH4+]>C1(C)C(C)=CC=CC=1>[CH2:28]([O:27][C:25]([N:19]1[CH2:18][CH2:24][C:21]2([CH2:23][CH2:22]2)[CH2:20]1)=[O:26])[C:29]1[CH:30]=[CH:31][CH:32]=[CH:33][CH:34]=1 |f:1.2|. Procedure: To the solution of (s) 5-aza-spiro[2.4]heptane-5,6-dicarboxylic acid 5-benzyl ester (138 mg, 0.5 mmol) and triethylamine (65 μl, 0.47 mmol) in acetonitrile (3 ml) was added slowly a solution of 2-bromo-1-(7-bromo-dibenzofuran-3-yl)-ethanone (143 mg, 0.39 mmol) in DMF (4 ml). The mixture was stirred for 12 hours, and the solvent was evaporated. The mixture was diluted with EtOAc, and washed with 1.0 N NaOH solution, water and brine, and was dried with sodium sulfate. Concentration gave 5-Aza-spir... Starting materials: C(C1=CC=CC=C1)OC(NC(C)(CCN(CCOC)CCOC)C)=O (benzyl(4-(bis(2-methoxyethyl)amino)-2-methylbutan-2-yl)carbamate). The solvent is C(=O)(C(F)(F)F)O.C(Cl)Cl (TFA DCM). Reaction conditions: temperature 85 celsius. Product: COCCN(CCC(C)(N)C)CCOC (N1,N1-bis(2-methoxyethyl)-3-methylbutane-1,3-diamine). Isolated yield 100.0%. Reaction SMILES: C(OC(=O)[NH:10][C:11]([CH3:24])([CH2:13][CH2:14][N:15]([CH2:20][CH2:21][O:22][CH3:23])[CH2:16][CH2:17][O:18][CH3:19])[CH3:12])C1C=CC=CC=1>C(O)(C(F)(F)F)=O.C(Cl)Cl>[CH3:23][O:22][CH2:21][CH2:20][N:15]([CH2:16][CH2:17][O:18][CH3:19])[CH2:14][CH2:13][C:11]([CH3:24])([NH2:10])[CH3:12] |f:1.2|. Procedure: A glass microwave reaction vessel was charged with benzyl(4-(bis(2-methoxyethyl)amino)-2-methylbutan-2-yl)carbamate (500 mg, 1.42 mmol) in TFA/DCM (1:1, 4 mL). The reaction mixture was stirred and heated in a Initiator microwave reactor (Personal Chemistry, Biotage AB, Inc.) at 85° C. for 7 h. The solvent was removed and the residue was filtered through a plug of Si-carbonate (0.59 mmol/g) and washed with DCM (300 mL, 5% MeOH in DCM (200 mL) and the filtrate was concentrated to give N1,N1-bis(2-...